Dataset: the Open Reaction Database (ORD), a public repository of structured organic reaction records. Task: describe an organic reaction: reactants, conditions, products, and yield The reactants are CS(=O)(=O)Cl, CCOC(C)=O, CCN(C(C)C)C(C)C, C1CCOC1, CC(C)(C)OC(=O)NCCc1ccc(CO)cc1. The product is CC(C)(C)OC(=O)NCCc1ccc(COS(C)(=O)=O)cc1. As a reaction SMILES: [CH3:28][S:29]([Cl:30])(=[O:31])=[O:32].[CH3:33][CH2:34][O:35][C:36](=[O:37])[CH3:38].[CH:19]([N:20]([CH2:21][CH3:22])[CH:23]([CH3:24])[CH3:25])([CH3:26])[CH3:27].[O:39]1[CH2:40][CH2:41][CH2:42][CH2:43]1.[OH:1][CH2:2][c:3]1[cH:4][cH:5][c:6]([CH2:7][CH2:8][NH:9][C:10]([O:11][C:12]([CH3:13])([CH3:14])[CH3:15])=[O:16])[cH:17][cH:18]1>>[O:1]([CH2:2][c:3]1[cH:4][cH:5][c:6]([CH2:7][CH2:8][NH:9][C:10]([O:11][C:12]([CH3:13])([CH3:14])[CH3:15])=[O:16])[cH:17][cH:18]1)[S:29]([CH3:28])(=[O:31])=[O:32]. The reactants are Cc1cc2nccc(N)n2n1, Cl, N, O, O=[N+]([O-])O, O=S(=O)(O)O. Product: Cc1nn2c(N)ccnc2c1[N+](=O)[O-]. Reaction SMILES: [CH3:7][c:8]1[n:9][n:10]2[c:11]([n:12][cH:13][cH:14][c:15]2[NH2:16])[cH:17]1.[ClH:6].[NH3:22].[OH2:23].[OH:18][N+:19]([O-:20])=[O:21].[S:1](=[O:2])(=[O:3])([OH:4])[OH:5]>>[CH3:7][c:8]1[n:9][n:10]2[c:11]([n:12][cH:13][cH:14][c:15]2[NH2:16])[c:17]1[N+:19](=[O:18])[O-:20].